Dataset: the Open Reaction Database (ORD), a public repository of structured organic reaction records. Task: describe an organic reaction: reactants, conditions, products, and yield Starting materials: CN(C)c1ccncc1, CCN(C(C)C)C(C)C, O=C(Nc1ccc(I)cc1F)c1ccc(Cl)nc1, CCOC(=O)C1CCNCC1, C1COCCO1. Product: CCOC(=O)C1CCN(c2ccc(C(=O)Nc3ccc(I)cc3F)cn2)CC1. RXN SMILES: [CH3:45][N:46]([c:47]1[cH:48][cH:49][n:50][cH:51][cH:52]1)[CH3:53].[CH:19]([N:20]([CH:21]([CH3:22])[CH3:23])[CH2:24][CH3:25])([CH3:26])[CH3:27].[Cl:1][c:2]1[n:3][cH:4][c:5]([C:6](=[O:7])[NH:8][c:9]2[c:10]([F:16])[cH:11][c:12]([I:15])[cH:13][cH:14]2)[cH:17][cH:18]1.[NH:28]1[CH2:29][CH2:30][CH:31]([C:32](=[O:33])[O:34][CH2:35][CH3:36])[CH2:37][CH2:38]1.[O:39]1[CH2:40][CH2:41][O:42][CH2:43][CH2:44]1>>[c:2]1([N:28]2[CH2:29][CH2:30][CH:31]([C:32](=[O:33])[O:34][CH2:35][CH3:36])[CH2:37][CH2:38]2)[n:3][cH:4][c:5]([C:6](=[O:7])[NH:8][c:9]2[c:10]([F:16])[cH:11][c:12]([I:15])[cH:13][cH:14]2)[cH:17][cH:18]1. Reactants: C(C)(C)(C)OC1CCC(CC1)C(=O)OCC (ethyl 4-t-butoxycyclohexane-1-carboxylate), [OH-].[Na+] (sodium hydroxide). Run in C(C)O (ethanol). Product: C(C)(C)(C)OC1CCC(CC1)C(=O)O (4-t-butoxycyclohexane-1-carboxylic acid). Reaction SMILES: [C:1]([O:5][CH:6]1[CH2:11][CH2:10][CH:9]([C:12]([O:14]CC)=[O:13])[CH2:8][CH2:7]1)([CH3:4])([CH3:3])[CH3:2].[OH-].[Na+]>C(O)C>[C:1]([O:5][CH:6]1[CH2:7][CH2:8][CH:9]([C:12]([OH:14])=[O:13])[CH2:10][CH2:11]1)([CH3:4])([CH3:2])[CH3:3] |f:1.2|. Procedure details: The ethyl 4-t-butoxycyclohexane-1-carboxylate (1 g), thus obtained, was heated on a steam bath with 2M sodium hydroxide solution (10 ml) to which had been added ethanol (2 ml). After about 4 hours a homogenous solution had formed. The reaction mixture was washed with petroleum ether (60-80) and the aqueous phase acidified with concentrated hydrochloric acid. An oil separated which crystallised on cooling and scratching. The solid was collected and recrystallised from petroleum ether (60-80) to y... Reactants: [N+](=O)([O-])C1=CC=C(C=C1)O (4-nitrophenol), BrC(C(=O)OCC)C (ethyl 2-bromopropionate), C([O-])([O-])=O.[K+].[K+] (potassium carbonate), CC(CC)=O (butanone). Run in O (water). The product is [N+](=O)([O-])C1=CC=C(OC(C(=O)OCC)C)C=C1 (ethyl 2-(4-nitrophenoxy)propionate). Reaction SMILES: [N+:1]([C:4]1[CH:9]=[CH:8][C:7]([OH:10])=[CH:6][CH:5]=1)([O-:3])=[O:2].Br[CH:12]([CH3:18])[C:13]([O:15][CH2:16][CH3:17])=[O:14].C(=O)([O-])[O-].[K+].[K+].CC(=O)CC>O>[N+:1]([C:4]1[CH:9]=[CH:8][C:7]([O:10][CH:12]([CH3:18])[C:13]([O:15][CH2:16][CH3:17])=[O:14])=[CH:6][CH:5]=1)([O-:3])=[O:2] |f:2.3.4|. Reported procedure: A mixture of 28 g of 4-nitrophenol, 36 g of ethyl 2-bromopropionate, 27.6 g of potassium carbonate and 500 ml of butanone was stirred and refluxed for 17 hours. The resulting mixture was diluted with 500 ml of water and extracted with ether. The extract was concentrated in a rotary evaporator and the residue was recrystallized from ether-hexane to give ethyl 2-(4-nitrophenoxy)propionate (1D), as a yellow solid, m.p.: 55-56° C.